From a dataset of the Open Reaction Database (ORD), a public repository of structured organic reaction records. describe an organic reaction: reactants, conditions, products, and yield The reactants are CNC1=C(C(=NC=2N1C=CN2)C2=CC=C(C=C2)CN2CC(C2)C2=NNC(=N2)C2=NC=CC=C2)C2=CC=CC=C2 (Methyl-(6-phenyl-7-{4-{3-[5-(pyridine-2-yl)-1H-[1,2,4]triazole-3-yl)-azetidine-1-ylmethyl]-phenyl}-imidazo[1,2-a]pyrimidin-5-yl)-amine), BrN1C(CCC1=O)=O (N-bromosuccinimide). Solvent: C(Cl)(Cl)Cl (chloroform). Product: BrC1=CN=C2N1C(=C(C(=N2)C2=CC=C(C=C2)CN2CC(C2)C2=NNC(=N2)C2=NC=CC=C2)C2=CC=CC=C2)NC ((3-bromo-6-phenyl-7-{4-{3-[5-(pyridine-2-yl)-1H-[1,2,4]triazole-3-yl)-azetidine-1-ylmethyl]-phenyl}-imidazo[1,2-a]pyrimidin-5-yl)-methylamine). Yield: 26.1%. As a reaction SMILES: [CH3:1][NH:2][C:3]1[N:8]2[CH:9]=[CH:10][N:11]=[C:7]2[N:6]=[C:5]([C:12]2[CH:17]=[CH:16][C:15]([CH2:18][N:19]3[CH2:22][CH:21]([C:23]4[N:27]=[C:26]([C:28]5[CH:33]=[CH:32][CH:31]=[CH:30][N:29]=5)[NH:25][N:24]=4)[CH2:20]3)=[CH:14][CH:13]=2)[C:4]=1[C:34]1[CH:39]=[CH:38][CH:37]=[CH:36][CH:35]=1.[Br:40]N1C(=O)CCC1=O>C(Cl)(Cl)Cl>[Br:40][C:9]1[N:8]2[C:3]([NH:2][CH3:1])=[C:4]([C:34]3[CH:39]=[CH:38][CH:37]=[CH:36][CH:35]=3)[C:5]([C:12]3[CH:13]=[CH:14][C:15]([CH2:18][N:19]4[CH2:20][CH:21]([C:23]5[N:27]=[C:26]([C:28]6[CH:33]=[CH:32][CH:31]=[CH:30][N:29]=6)[NH:25][N:24]=5)[CH2:22]4)=[CH:16][CH:17]=3)=[N:6][C:7]2=[N:11][CH:10]=1. Reported procedure: 50 mg (0.097 mmol) Methyl-(6-phenyl-7-{4-{3-[5-(pyridine-2-yl)-1H-[1,2,4]triazole-3-yl)-azetidine-1-ylmethyl]-phenyl}-imidazo[1,2-a]pyrimidin-5-yl)-amine are dissolved in 3.9 mL chloroform. 19.1 mg (0.11 mmol) N-bromosuccinimide are added and the reaction mixture is heated for one hour at reflux. The solvent is evaporated and the residue purified by chromatography (silicagel, eluents: dichloromethane/methanol). 15 mg (24.7%) of the desired compound are obtained. Reactants: N=1C=CN2C1C=CC=C2SCCCCN2C(SCC2=O)=O (3-[4-(imidazo[1,2-a]pyridin-5-ylthio)butyl]thiazolidine-2,4-dione), FC1=CC=C(C=C1)CCC=O (3-(4-fluorophenyl)-1-propanal), N1CCCCC1 (piperidine). Solvent: C(C)O (ethanol). Product: FC1=CC=C(C=C1)CCC=C1C(N(C(S1)=O)CCCCSC1=CC=CC=2N1C=CN2)=O (5-[3-(4-fluorophenyl)propylidene]-3-[4-(imidazo[1,2-a]pyridin-5-ylthio)butyl]thiazolidine-2,4-dione). Reaction SMILES: [N:1]1[CH:2]=[CH:3][N:4]2[C:9]([S:10][CH2:11][CH2:12][CH2:13][CH2:14][N:15]3[C:19](=[O:20])[CH2:18][S:17][C:16]3=[O:21])=[CH:8][CH:7]=[CH:6][C:5]=12.[F:22][C:23]1[CH:28]=[CH:27][C:26]([CH2:29][CH2:30][CH:31]=O)=[CH:25][CH:24]=1.N1CCCCC1>C(O)C>[F:22][C:23]1[CH:28]=[CH:27][C:26]([CH2:29][CH2:30][CH:31]=[C:18]2[S:17][C:16](=[O:21])[N:15]([CH2:14][CH2:13][CH2:12][CH2:11][S:10][C:9]3[N:4]4[CH:3]=[CH:2][N:1]=[C:5]4[CH:6]=[CH:7][CH:8]=3)[C:19]2=[O:20])=[CH:25][CH:24]=1. Procedure: To a solution of 964 mg (3.0 mmol) of 3-[4-(imidazo[1,2-a]pyridin-5-ylthio)butyl]thiazolidine-2,4-dione and 609 mg (4.0 mmol) of 3-(4-fluorophenyl)-1-propanal in 20 ml of ethanol, 26 mg (0.3 mmol) of piperidine was added, followed by refluxing for 4.5 hours. After the reaction mixture was cooled, the solvent was distilled off. The residue was dissolved in dichloromethane, washed with purified water and dried, after which the solvent was distilled off. The residue was purified by column chromatog... Starting materials: solution, [H-].C(C)(C)[Al+]C(C)C (diisopropylaluminum hydride), CCCCCC (hexane), O (water), C[Si](OC1(CCOCC1)C#N)(C)C (4-(Trimethylsilyloxy)tetrahydro-2H-pyran-4-carbonitrile). Procedure: 4-(Trimethylsilyloxy)tetrahydro-2H-pyran-4-carbonitrile (1.00 g, 5.02 mmol) was dissolved in dichloromethane (20 mL). To this, a 1 mol/L solution of diisopropylaluminum hydride in hexane (7.76 mL, 7.76 mmol) was added at −78° C. and the mixture was stirred at room temperature for 20 minutes. The reaction was stopped by addition of water (7.76 mL) at 0° C. The mixture was stirred at room temperature for 1 hour and then filtered through Celite. The solvent was evaporated off under reduced pressure... The product is C[Si](OC1(CCOCC1)C=O)(C)C (4-(trimethylsilyloxy)tetrahydro-2H-pyran-4-carbaldehyde). Yield: 29.0%. Solvent: ClCCl (dichloromethane). Reaction conditions: time 20 minute. Reaction SMILES: [CH3:1][Si:2]([CH3:13])([CH3:12])[O:3][C:4]1([C:10]#N)[CH2:9][CH2:8][O:7][CH2:6][CH2:5]1.[H-].C([Al+]C(C)C)(C)C.CCCCCC.[OH2:28]>ClCCl>[CH3:1][Si:2]([CH3:13])([CH3:12])[O:3][C:4]1([CH:10]=[O:28])[CH2:9][CH2:8][O:7][CH2:6][CH2:5]1 |f:1.2|. Reactants: N1N=CN=C1 (1,2,4-triazole), C([O-])([O-])=O.[K+].[K+] (potassium carbonate), CC(C)(C)C1(OC1)CCCOC1=CC=CC=C1 (2-(1,1-dimethyl-ethyl)-2-(3-phenoxypropyl)-oxirane). The solvent is CN(C=O)C (dimethylformamide). Product: CC(C)(C(CCCOC1=CC=CC=C1)(O)CN1N=CN=C1)C (2,2-dimethyl-6-phenoxy-3-(1,2,4-triazol-1-yl-methyl)-hexan-3-ol). Isolated yield 70.3%. Reaction SMILES: [NH:1]1[CH:5]=[N:4][CH:3]=[N:2]1.C(=O)([O-])[O-].[K+].[K+].[CH3:12][C:13]([C:16]1([CH2:19][CH2:20][CH2:21][O:22][C:23]2[CH:28]=[CH:27][CH:26]=[CH:25][CH:24]=2)[CH2:18][O:17]1)([CH3:15])[CH3:14]>CN(C)C=O>[CH3:14][C:13]([CH3:15])([C:16]([CH2:18][N:1]1[CH:5]=[N:4][CH:3]=[N:2]1)([OH:17])[CH2:19][CH2:20][CH2:21][O:22][C:23]1[CH:24]=[CH:25][CH:26]=[CH:27][CH:28]=1)[CH3:12] |f:1.2.3|. Reported procedure: 5.6 g (0.082 mol) of 1,2,4-triazole are added to a suspension of 11.3 g (0.082 mol) of potassium carbonate in 50 ml of dimethylformamide. 8.8 g (0.038 mol) of 2-(1,1-dimethyl-ethyl)-2-(3-phenoxypropyl)-oxirane are then added dropwise to the mixture, and the mixture is heated at 130° to 140° C. for 12 hours. After cooling to room temperature, the reaction mixture is filtered. The filtrate is concentrated under reduced pressure and the residue which remains is dissolved in methylene chloride. The ... Reactants: C(C)(=O)CCCO (3-acetyl-1-propanol), C(CC)OS(OCCC)(=O)=O (di-n-propylsulfuric acid), [OH-].[K+] (potassium hydroxide). Reaction conditions: temperature 75 celsius. Yields the product C(C)(=O)CCCOCCC (3-acetyl-1-propyloxy-propane). Yield: 50.0%. Reaction SMILES: [C:1]([CH2:4][CH2:5][CH2:6][OH:7])(=[O:3])[CH3:2].[CH2:8](OS(=O)(=O)OCCC)[CH2:9][CH3:10].[OH-].[K+]>>[C:1]([CH2:4][CH2:5][CH2:6][O:7][CH2:8][CH2:9][CH3:10])(=[O:3])[CH3:2] |f:2.3|. Procedure: 50 Grams of 3-acetyl-1-propanol was placed in a round-bottom flask, and 98 g of di-n-propylsulfuric acid and 90 ml of a 40% potassium hydroxide aqueous solution were concurrently dropwise added. The reaction temperature was maintained at 70 to 80° C. by adjusting the dropping amount. After the completion of the reaction, the reaction mixture was extracted with ether, and an ether layer was washed with water and then dried over anhydrous sodium sulfate. The ether was distilled off, and the remain... The reactants are C(C)(C)O (isopropyl alcohol), COC1=CC=C(C=C1)N1CCNCC1 (1-(4-methoxyphenyl)piperazine), ClCCC(COC1=CC=CC=C1)O (4-chloro-1-phenoxy-2-butanol), C([O-])([O-])=O.[Na+].[Na+] (sodium carbonate). The solvent is C(CCC)O (1-butanol). The product is O(C1=CC=CC=C1)CC(CCN1CCN(CC1)C1=CC=C(C=C1)OC)O (1-Phenoxy-4-[4-(4-methoxyphenyl)-1-piperazinyl]-2-butanol). As a reaction SMILES: [CH3:1][O:2][C:3]1[CH:8]=[CH:7][C:6]([N:9]2[CH2:14][CH2:13][NH:12][CH2:11][CH2:10]2)=[CH:5][CH:4]=1.Cl[CH2:16][CH2:17][CH:18]([OH:27])[CH2:19][O:20][C:21]1[CH:26]=[CH:25][CH:24]=[CH:23][CH:22]=1.C(=O)([O-])[O-].[Na+].[Na+].C(O)(C)C>C(O)CCC>[O:20]([CH2:19][CH:18]([OH:27])[CH2:17][CH2:16][N:12]1[CH2:13][CH2:14][N:9]([C:6]2[CH:5]=[CH:4][C:3]([O:2][CH3:1])=[CH:8][CH:7]=2)[CH2:10][CH2:11]1)[C:21]1[CH:26]=[CH:25][CH:24]=[CH:23][CH:22]=1 |f:2.3.4|. Procedure details: This compound was prepared according to the procedure of Example 78. A mixture of 4.8 g (0.025 mole) of 1-(4-methoxyphenyl)piperazine, 5.0 g (0.025 mole) of 4-chloro-1-phenoxy-2-butanol and 8.0 g (0.075 mole) of anhydrous sodium carbonate in 100 ml of 1-butanol gave 6.4 g (72%) of tan towder., m.p. 95°-97° C. Recrystallizing solvent used was isopropyl alcohol. Reactants: FC1=NC=CC(=C1)I (2-fluoro-4-iodopyridine), ClC1=NC=CC=C1B(O)O (2-chloropyridine-3-boronic acid), C(=O)([O-])[O-].[Na+].[Na+] (Na2CO3), P(C(C)(C)C)(C(C)(C)C)C(C)(C)C (P(tBu)3). Reagents/catalysts: CC(=O)[O-].CC(=O)[O-].[Pd+2] (Pd(OAc)2). Run in CCOC(=O)C (EtOAc), O (water), O1CCOCC1 (dioxane). Conditions: temperature 100 celsius. Product: ClC1=NC=CC=C1C1=CC(=NC=C1)F (2-chloro-2′-fluoro-[3,4′]bipyridinyl). As a reaction SMILES: [F:1][C:2]1[CH:7]=[C:6](I)[CH:5]=[CH:4][N:3]=1.[Cl:9][C:10]1[C:15](B(O)O)=[CH:14][CH:13]=[CH:12][N:11]=1.C([O-])([O-])=O.[Na+].[Na+].P(C(C)(C)C)(C(C)(C)C)C(C)(C)C>CCOC(C)=O.CC([O-])=O.CC([O-])=O.[Pd+2].O.O1CCOCC1>[Cl:9][C:10]1[C:15]([C:6]2[CH:5]=[CH:4][N:3]=[C:2]([F:1])[CH:7]=2)=[CH:14][CH:13]=[CH:12][N:11]=1 |f:2.3.4,7.8.9|. Reported procedure: To 2-fluoro-4-iodopyridine (9.45 g, 42.4 mmol), 2-chloropyridine-3-boronic acid (10.0 g, 63.5 mmol), Na2CO3 (13.5 g, 127 mmol), Pd(OAc)2 (480 mg, 2.12 mmol) and P(tBu)3●HBF4 (1.23 g, 4.24 mmol) was added dioxane (125 mL) and water (45 mL). The mixture was heated overnight at 100° C. in a sealed tube. The resulting mixture was diluted with EtOAc and extracted with water and brine. The organic layer was dried over Na2SO4, filtered and concentrated. The resulting solid was triturated with n-Hexanes...